This data is from the Open Reaction Database (ORD), a public repository of structured organic reaction records. The task is: describe an organic reaction: reactants, conditions, products, and yield Starting materials: CC(=O)C (acetone), C([O-])([O-])=O.[Ca+2] (calcium carbonate), [Si](C1=CC=CC=C1)(C1=CC=CC=C1)(C(C)(C)C)OCCCC\C=C(/CC1SCCCS1)\F ((E)-1-(t-BUTYLDIPHENYLSILYLOXY)-7-(1,3-DITHIA-2-CYCLOHEXYL)-6-FLUORO-5-HEPTENE), F[B-](F)(F)F.C[O+](C)C (trimethyloxonium tetrafluoroborate). Solvent: O (water), C(Cl)Cl (methylene chloride). Reaction conditions: time 1 hour. Product: [Si](C1=CC=CC=C1)(C1=CC=CC=C1)(C(C)(C)C)OCCCCC=C(CC=O)F (8-(t-BUTYLDIPHENYLSILYLOXY)-3-FLUORO-3-OCTENAL). As a reaction SMILES: [Si:1]([O:18][CH2:19][CH2:20][CH2:21][CH2:22]/[CH:23]=[C:24](/[F:32])\[CH2:25][CH:26]1SCCCS1)([C:14]([CH3:17])([CH3:16])[CH3:15])([C:8]1[CH:13]=[CH:12][CH:11]=[CH:10][CH:9]=1)[C:2]1[CH:7]=[CH:6][CH:5]=[CH:4][CH:3]=1.F[B-](F)(F)F.C[O+:39](C)C.CC(C)=O.C(=O)([O-])[O-].[Ca+2]>C(Cl)Cl.O>[Si:1]([O:18][CH2:19][CH2:20][CH2:21][CH2:22][CH:23]=[C:24]([F:32])[CH2:25][CH:26]=[O:39])([C:14]([CH3:15])([CH3:17])[CH3:16])([C:2]1[CH:7]=[CH:6][CH:5]=[CH:4][CH:3]=1)[C:8]1[CH:9]=[CH:10][CH:11]=[CH:12][CH:13]=1 |f:1.2,4.5|. Procedure: To a solution of the dithialane prepared in 3F (0.424 g, 0.86 mmoles) in dry methylene chloride (4 ml) was added at room temperature trimethyloxonium tetrafluoroborate (0.125 g, 0.86 mmoles) and the mixture was stirred for 1 hr. Then a 9:1 mixture of acetone and water (2 ml) containing calcium carbonate (0.172 g, 1.72 mmoles) was added and the mixture was stirred overnight at room temperature. The precipitate was filtered off and after dilution with saturated brine the mixture was extracted thre... Starting materials: C1CCOC1, Cc1ccccc1B(O)O, N#Cc1ccc(Cl)cc1, [F-], [K+]. Yields the product Cc1ccccc1-c1ccc(C#N)cc1. Reaction SMILES: [CH2:22]1[O:23][CH2:24][CH2:25][CH2:26]1.[CH3:10][c:11]1[c:12]([B:17]([OH:18])[OH:19])[cH:13][cH:14][cH:15][cH:16]1.[Cl:1][c:2]1[cH:3][cH:4][c:5]([C:6]#[N:7])[cH:8][cH:9]1.[F-:20].[K+:21]>>[c:2]1(-[c:12]2[c:11]([CH3:10])[cH:16][cH:15][cH:14][cH:13]2)[cH:3][cH:4][c:5]([C:6]#[N:7])[cH:8][cH:9]1. Starting materials: 0107436 A2, COC(=O)C1=CC=2C(=NC=CC2)N1 (1H-pyrrolo[2,3-b]pyridine-2-carboxylic acid methyl ester), [H-].[Na+] (sodium hydride), BrCC1=NOC(=C1)C=1SC(=CC1)Cl (3-bromomethyl-5-(5-chloro-thiophen-2-yl)-isoxazole), [OH-].[Na+] (sodium hydroxide). The solvent is CN(C)C=O (DMF). Reaction conditions: time 20 minute. The product is ClC1=CC=C(S1)C1=CC(=NO1)CN1C(=CC=2C1=NC=CC2)C(=O)O (1-[5-(5-Chloro-thiophen-2-yl)-isoxazol-3-ylmethyl]-1H-pyrrolo[2,3-b]pyridine-2-carboxylic acid). RXN SMILES: C[O:2][C:3]([C:5]1[NH:13][C:8]2=[N:9][CH:10]=[CH:11][CH:12]=[C:7]2[CH:6]=1)=[O:4].[H-].[Na+].Br[CH2:17][C:18]1[CH:22]=[C:21]([C:23]2[S:24][C:25]([Cl:28])=[CH:26][CH:27]=2)[O:20][N:19]=1.[OH-].[Na+]>CN(C=O)C>[Cl:28][C:25]1[S:24][C:23]([C:21]2[O:20][N:19]=[C:18]([CH2:17][N:13]3[C:8]4=[N:9][CH:10]=[CH:11][CH:12]=[C:7]4[CH:6]=[C:5]3[C:3]([OH:2])=[O:4])[CH:22]=2)=[CH:27][CH:26]=1 |f:1.2,4.5|. Procedure details: 0.195 g (1.1 mmol) of 1H-pyrrolo[2,3-b]pyridine-2-carboxylic acid methyl ester was dissolved in 4 mL of DMF and 48.7 mg (1.2 mmol) of sodium hydride (60% in mineral oil) was added. The reaction was stirred at RT for 20 min, cooled to −78° C. then 324 mg (1.2 mmol) of 3-bromomethyl-5-(5-chloro-thiophen-2-yl)-isoxazole [prepared by adopting a procedure described by Ewing, William R.; Becker, Michael R.; Choi-Sledeski, Yong Mi; Pauls, Heinz W.; He, Wei; Condon, Stephen M.; Davis, Roderick S.; Hanne... The reactants are C(C)(C)N1CCN(CC1)C(=O)C=1C=C2C=C(NC2=CC1)C(=O)N1CCN(CC1)S(=O)(=O)C ([5-(4-Isopropyl-piperazine-1-carbonyl)-1H-indol-2-yl]-(4-methanesulfonyl-piperazin-1-yl)-methanone), C(C)(C)N1CCN(CC1)C(=O)C=1C=C2C=C(NC2=CC1)C(=O)N1CCN(CC1)S(=O)(=O)C ([5-(4-Isopropyl-piperazine-1-carbonyl)-1H-indol-2-yl]-(4-methanesulfonyl-piperazin-1-yl)-methanone), C1(=CC=CC=C1)S(=O)(=O)N1CCNCC1 (1-benzenesulfonyl-piperazine). Product: C1(=CC=CC=C1)S(=O)(=O)N1CCN(CC1)C(=O)C=1NC2=CC=C(C=C2C1)C(=O)N1CCN(CC1)C(C)C ((4-Benzenesulfonyl-piperazin-1-yl)-[5-(4-isopropyl-piperazine-1-carbonyl)-1H-indol-2-yl]-methanone). Yield: 92.0%. RXN SMILES: [CH:1]([N:4]1[CH2:9][CH2:8][N:7]([C:10]([C:12]2[CH:13]=[C:14]3[C:18](=[CH:19][CH:20]=2)[NH:17][C:16]([C:21]([N:23]2[CH2:28][CH2:27][N:26]([S:29]([CH3:32])(=[O:31])=[O:30])[CH2:25][CH2:24]2)=[O:22])=[CH:15]3)=[O:11])[CH2:6][CH2:5]1)([CH3:3])[CH3:2].[C:33]1(S(N2CCNCC2)(=O)=O)[CH:38]=[CH:37]C=[CH:35][CH:34]=1>>[C:32]1([S:29]([N:26]2[CH2:25][CH2:24][N:23]([C:21]([C:16]3[NH:17][C:18]4[C:14]([CH:15]=3)=[CH:13][C:12]([C:10]([N:7]3[CH2:8][CH2:9][N:4]([CH:1]([CH3:3])[CH3:2])[CH2:5][CH2:6]3)=[O:11])=[CH:20][CH:19]=4)=[O:22])[CH2:28][CH2:27]2)(=[O:30])=[O:31])[CH:37]=[CH:38][CH:33]=[CH:34][CH:35]=1. Reported procedure: The title compound was synthesized in analogy to example 1, from 5-(4-isopropyl-piperazine-1-carbonyl)-1H-indole-2-carboxylic acid hydrochloride (example 1, intermediate b) and 1-benzenesulfonyl-piperazine to afford the desired product as a light-brown foam (92%). MS (ISP): 524.2 (M+H)+. Reactants: CCNC(=O)c1ccc2[nH]c(=S)oc2c1, Cc1ccccc1, ClCCl, Cl, Cl, C1CCN(C2CCNC2)CC1. Product: CCNC(=O)c1ccc2nc(N3CCC(N4CCCCC4)C3)oc2c1. Reaction SMILES: [CH2:1]([CH3:2])[NH:3][C:4](=[O:5])[c:6]1[cH:7][c:8]2[c:9]([nH:10][c:11](=[S:13])[o:12]2)[cH:14][cH:15]1.[CH3:29][c:30]1[cH:31][cH:32][cH:33][cH:34][cH:35]1.[Cl:36][CH2:37][Cl:38].[ClH:16].[ClH:17].[NH:18]1[CH2:19][CH:20]([N:23]2[CH2:24][CH2:25][CH2:26][CH2:27][CH2:28]2)[CH2:21][CH2:22]1>>[CH2:1]([CH3:2])[NH:3][C:4](=[O:5])[c:6]1[cH:7][c:8]2[c:9]([n:10][c:11]([N:18]3[CH2:19][CH:20]([N:23]4[CH2:24][CH2:25][CH2:26][CH2:27][CH2:28]4)[CH2:21][CH2:22]3)[o:12]2)[cH:14][cH:15]1. Reactants: ClC1=CC(=C(C(=O)C=2C(=NNC2C(=O)OCC)C(C2=CC=CC=C2)=O)C=C1)N (ethyl 4-(4-chloro-2-aminobenzoyl)-3-benzoyl-1H-pyrazole-5-carboxylate), CN1C(CCC1)=O (1-methyl-2-pyrrolidinone), C(C)(=O)[O-].[NH4+] (ammonium acetate). Run in O (water). Reaction conditions: temperature 160 celsius. The product is C(C1=CC=CC=C1)(=O)C1=NNC=2C(NC3=C(C(C21)=O)C=CC(=C3)Cl)=O (3-Benzoyl-7-chloropyrazolo[3,4-c][1]benzazepine-4,10(1H,9H)-dione). Isolated yield 5.6%. RXN SMILES: [Cl:1][C:2]1[CH:27]=[CH:26][C:5]([C:6]([C:8]2[C:9]([C:18](=[O:25])[C:19]3[CH:24]=[CH:23][CH:22]=[CH:21][CH:20]=3)=[N:10][NH:11][C:12]=2[C:13]([O:15]CC)=O)=[O:7])=[C:4]([NH2:28])[CH:3]=1.CN1CCCC1=O.C([O-])(=O)C.[NH4+]>O>[C:18]([C:9]1[C:8]2[C:6](=[O:7])[C:5]3[CH:26]=[CH:27][C:2]([Cl:1])=[CH:3][C:4]=3[NH:28][C:13](=[O:15])[C:12]=2[NH:11][N:10]=1)(=[O:25])[C:19]1[CH:20]=[CH:21][CH:22]=[CH:23][CH:24]=1 |f:2.3|. Procedure details: A solution of ethyl 4-(4-chloro-2-aminobenzoyl)-3-benzoyl-1H-pyrazole-5-carboxylate (620 mg, 1.56 mmol), 1-methyl-2-pyrrolidinone (4 mL) and ammonium acetate (120 mg, 1.56 mmol) was heated at 146° C. for 16.5 hours. The temperature was increased to 160° C. for 1 hour. The solution was allowed to cool to room temperature and water (60 mL) was added. The insoluble material (468 mg) was filtered, dried, and twice subjected to flash chromatography eluting with hexanes:ethyl acetate (90:10-50:50) to ... The reactants are ClCCCCOCCl (4-chlorobutoxymethyl chloride), [Na] (sodium), ClC=1NC(=C(N1)Cl)Cl (2,4,5-trichloroimidazole), [H-].[Na+] (sodium hydride). Run in CN(C=O)C (N,N-dimethylformamide), O (water). Conditions: time 3 hour. Yields the product ClCCCCOCN1C(=NC(=C1Cl)Cl)Cl (1-(4-chlorobutoxymethyl)-2,4,5-trichloroimidazole). Isolated yield 70.9%. As a reaction SMILES: [Na].[Cl:2][C:3]1[NH:4][C:5]([Cl:9])=[C:6]([Cl:8])[N:7]=1.[H-].[Na+].[Cl:12][CH2:13][CH2:14][CH2:15][CH2:16][O:17][CH2:18]Cl>CN(C)C=O.O>[Cl:12][CH2:13][CH2:14][CH2:15][CH2:16][O:17][CH2:18][N:4]1[C:5]([Cl:9])=[C:6]([Cl:8])[N:7]=[C:3]1[Cl:2] |f:2.3,^1:0|. Reported procedure: To a solution of a sodium salt, prepared from 0.69 g of 2,4,5-trichloroimidazole and 0.16 g of 60% oil-based sodium hydride, in 5 ml of N,N-dimethylformamide was added dropwise 0.63 g of 4-chlorobutoxymethyl chloride at room temperature. After stirring at room temperature for 3 hours, 50 ml of water was added to the reaction mixture which was then extracted with three 30-ml portions of ether. The ether layer was dried over magnesium sulfate and concentrated. The oily product obtained was purifie... Reactants: BrC1=CC=C(C=C1)[C@H](C)NCCC1(OCCO1)C(C)C ((5)-1-(4-bromophenyl)-N-(2-(2-isopropyl-1,3-dioxolan-2-yl)ethyl)ethanamine), Cl (HCl), C(=O)(O)[O-].[Na+] (NaHCO3). Solvent: CO (MeOH). Run at temperature 65 celsius. Product: BrC1=CC=C(C=C1)[C@H](C)NCCC(C(C)C)=O ((S)-1-(1-(4-bromophenyl)ethylamino)-4-methylpentan-3-one). Yield: 97.1%. RXN SMILES: [Br:1][C:2]1[CH:7]=[CH:6][C:5]([C@@H:8]([NH:10][CH2:11][CH2:12][C:13]2([CH:18]([CH3:20])[CH3:19])OCC[O:14]2)[CH3:9])=[CH:4][CH:3]=1.Cl.C([O-])(O)=O.[Na+]>CO>[Br:1][C:2]1[CH:3]=[CH:4][C:5]([C@@H:8]([NH:10][CH2:11][CH2:12][C:13](=[O:14])[CH:18]([CH3:20])[CH3:19])[CH3:9])=[CH:6][CH:7]=1 |f:2.3|. Procedure: To a solution of (5)-1-(4-bromophenyl)-N-(2-(2-isopropyl-1,3-dioxolan-2-yl)ethyl)ethanamine (6.5 g, 19 mmol) in MeOH (60 mL) was added conc HCl (60 mL). The mixture was stirred at 65° C. till the reaction was finished. The mixture was cooled to 0° C., and the pH of the mixture was adjusted to 7 by adding the satd aq NaHCO3. The mixture was concentrated, and the residue was extracted with EtOAc (3×100 mL). The organic layer was washed with brine, dried over Na2SO4, and concentrated to give (S)-1-... The reactants are COc1ccc(-c2ccc(C(=O)NCCc3ccc4[nH]cc(C#N)c4c3)cc2)cn1, [H-], CI, [Na+], CN(C)C=O. Product: COc1ccc(-c2ccc(C(=O)NCCc3ccc4c(c3)c(C#N)cn4C)cc2)cn1. RXN SMILES: [C:1](#[N:2])[c:3]1[cH:4][nH:5][c:6]2[cH:7][cH:8][c:9]([CH2:12][CH2:13][NH:14][C:15]([c:16]3[cH:17][cH:18][c:19](-[c:22]4[cH:23][n:24][c:25]([O:28][CH3:29])[cH:26][cH:27]4)[cH:20][cH:21]3)=[O:30])[cH:10][c:11]12.[H-:31].[I:33][CH3:34].[Na+:32].[O:35]=[CH:36][N:37]([CH3:38])[CH3:39]>>[C:1](#[N:2])[c:3]1[cH:4][n:5]([CH3:34])[c:6]2[cH:7][cH:8][c:9]([CH2:12][CH2:13][NH:14][C:15]([c:16]3[cH:17][cH:18][c:19](-[c:22]4[cH:23][n:24][c:25]([O:28][CH3:29])[cH:26][cH:27]4)[cH:20][cH:21]3)=[O:30])[cH:10][c:11]12. The reactants are [BH4-], CC(C)(C)OC(=O)NCc1ccc(C=O)cc1, CCCN(CCC)CCCCN, CO, COC(OC)OC, [Na+]. The product is CCCN(CCC)CCCCNCc1ccc(CNC(=O)OC(C)(C)C)cc1. As a reaction SMILES: [BH4-:37].[C:20]([CH3:21])([CH3:22])([CH3:23])[O:24][C:25]([NH:26][CH2:27][c:28]1[cH:29][cH:30][c:31]([CH:34]=[O:35])[cH:32][cH:33]1)=[O:36].[CH2:1]([CH2:2][CH3:3])[N:4]([CH2:5][CH2:6][CH2:7][CH2:8][NH2:9])[CH2:10][CH2:11][CH3:12].[CH3:39][OH:40].[CH:13]([O:14][CH3:15])([O:16][CH3:17])[O:18][CH3:19].[Na+:38]>>[CH2:1]([CH2:2][CH3:3])[N:4]([CH2:5][CH2:6][CH2:7][CH2:8][NH:9][CH2:34][c:31]1[cH:30][cH:29][c:28]([CH2:27][NH:26][C:25]([O:24][C:20]([CH3:21])([CH3:22])[CH3:23])=[O:36])[cH:33][cH:32]1)[CH2:10][CH2:11][CH3:12].